Dataset: the Open Reaction Database (ORD), a public repository of structured organic reaction records. Task: describe an organic reaction: reactants, conditions, products, and yield Starting materials: BrC1=CC2=C(N=C(O2)C2=CC=CC=C2)C=C1 (6-bromo-2-phenyl-benzoxazole), CON(C(CC(C)C)=O)C (N-methoxy-3,N-dimethyl-butyramide). Product: CC(CC(=O)C1=CC2=C(N=C(O2)C2=CC=CC=C2)C=C1)C (3-methyl-1-(2-phenyl-benzoxazol-6-yl)butan-1-one). RXN SMILES: Br[C:2]1[CH:16]=[CH:15][C:5]2[N:6]=[C:7]([C:9]3[CH:14]=[CH:13][CH:12]=[CH:11][CH:10]=3)[O:8][C:4]=2[CH:3]=1.CON(C)[C:20](=[O:25])[CH2:21][CH:22]([CH3:24])[CH3:23]>>[CH3:23][CH:22]([CH3:24])[CH2:21][C:20]([C:2]1[CH:16]=[CH:15][C:5]2[N:6]=[C:7]([C:9]3[CH:14]=[CH:13][CH:12]=[CH:11][CH:10]=3)[O:8][C:4]=2[CH:3]=1)=[O:25]. Reported procedure: The preparation is carried out analogously to Example 29a from 6-bromo-2-phenyl-benzoxazole and N-methoxy-3,N-dimethyl-butyramide. Starting materials: Cl.FC1(CCNCC1)F (4,4-difluoropiperidine hydrochloride), [OH-].[Na+] (sodium hydroxide), C(O)([O-])=O.[Na+] (sodium hydrogencarbonate), N(=O)[O-].[Na+] (sodium nitrite). Solvent: O (water), C(C)(=O)O (acetic acid). Run at time 1 hour. Product: FC1(CCN(CC1)N=O)F (4,4-difluoro-1-nitrosopiperidine). Yield: 99.2%. RXN SMILES: Cl.[F:2][C:3]1([F:9])[CH2:8][CH2:7][NH:6][CH2:5][CH2:4]1.[OH-].[Na+].[N:12]([O-])=[O:13].[Na+].C(=O)([O-])O.[Na+]>O.C(O)(=O)C>[F:2][C:3]1([F:9])[CH2:8][CH2:7][N:6]([N:12]=[O:13])[CH2:5][CH2:4]1 |f:0.1,2.3,4.5,6.7|. Reported procedure: To a solution of 4,4-difluoropiperidine hydrochloride (2.0 g) in water (32 mL) was added an aqueous 2N sodium hydroxide solution (7.6 mL) and the mixture was stirred at room temperature for 1 hours. To the reaction mixture was added sodium nitrite (1.75 g) and thereto was added acetic acid (1.27 mL) under ice-cooling. The mixture was stirred at room temperature for 2 hours. To the reaction mixture was added an aqueous sodium hydrogencarbonate solution and the mixture was stirred and extracted wi... The reactants are O=C([O-])[O-], COC(=O)C1CC(=O)N(c2ccc(O)cc2)C1, CCC(C)=O, Fc1cccc(CBr)c1, [K+], [K+], O. Product: COC(=O)C1CC(=O)N(c2ccc(OCc3cccc(F)c3)cc2)C1. Reaction SMILES: [C:18](=[O:19])([O-:20])[O-:21].[CH3:1][O:2][C:3](=[O:4])[CH:5]1[CH2:6][N:7]([c:11]2[cH:12][cH:13][c:14]([OH:17])[cH:15][cH:16]2)[C:8](=[O:10])[CH2:9]1.[CH3:34][C:35]([CH2:36][CH3:37])=[O:38].[F:24][c:25]1[cH:26][c:27]([CH2:28][Br:29])[cH:30][cH:31][cH:32]1.[K+:22].[K+:23].[OH2:33]>>[CH3:1][O:2][C:3](=[O:4])[CH:5]1[CH2:6][N:7]([c:11]2[cH:12][cH:13][c:14]([O:17][CH2:28][c:27]3[cH:26][c:25]([F:24])[cH:32][cH:31][cH:30]3)[cH:15][cH:16]2)[C:8](=[O:10])[CH2:9]1. The reactants are C1=C(C=CC2=CC=CC=C12)O (2-naphthol), C([O-])([O-])=O.[K+].[K+] (potassium carbonate), [N+](=O)([O-])C=1C=C(C=CC1)CBr (3-nitrophenylmethyl bromide). The solvent is CC(=O)C (acetone). Run at time 30 minute. Product: C1=C(C=CC2=CC=CC=C12)OCC=1C=C(C=CC1)[N+](=O)[O-] (3-(naphth-2-yloxymethyl)nitrobenzene). Yield: 70.1%. Reaction SMILES: [CH:1]1[C:10]2[C:5](=[CH:6][CH:7]=[CH:8][CH:9]=2)[CH:4]=[CH:3][C:2]=1[OH:11].C(=O)([O-])[O-].[K+].[K+].[N+:18]([C:21]1[CH:22]=[C:23]([CH2:27]Br)[CH:24]=[CH:25][CH:26]=1)([O-:20])=[O:19]>CC(C)=O>[CH:1]1[C:10]2[C:5](=[CH:6][CH:7]=[CH:8][CH:9]=2)[CH:4]=[CH:3][C:2]=1[O:11][CH2:27][C:23]1[CH:22]=[C:21]([N+:18]([O-:20])=[O:19])[CH:26]=[CH:25][CH:24]=1 |f:1.2.3|. Procedure: A stirred solution of 3.8 grams (0.026 mole) of 2-naphthol and 3.6 grams (0.026 mole) of potassium carbonate in 200 mL of acetone was heated at reflux for about 30 minutes. The reaction mixture was then cooled to ambient temperature, and 5.0 grams (0.023 mole) of 3-nitrophenylmethyl bromide was added. Upon completion of addition, the reaction mixture was stirred at ambient temperature for 30 minutes. The reaction mixture was then warmed to reflux where it stirred for about 18 hours. After this t... Starting materials: COS(=O)(=O)[O-], CC#N, CN1CCN(C)C1(Cl)Cl, [Na+]. The product is COS(=O)(=O)[O-], CN1CC[NH+](C)C1Cl. RXN SMILES: [CH3:10][O:11][S:12](=[O:13])(=[O:14])[O-:15].[CH3:17][C:18]#[N:19].[CH3:1][N:2]1[C:3]([Cl:8])([Cl:9])[N:4]([CH3:7])[CH2:5][CH2:6]1.[Na+:16]>>[CH3:10][O:11][S:12](=[O:13])(=[O:14])[O-:15].[CH3:1][NH+:2]1[CH:3]([Cl:8])[N:4]([CH3:7])[CH2:5][CH2:6]1. The reactants are CC(C)NC(C)C, O=S(=O)(c1ccccc1)N(F)S(=O)(=O)c1ccccc1, [Li], C1CCOC1, COC(=O)C(C)c1ccccn1. Yields the product COC(=O)C(C)(F)c1ccccn1. As a reaction SMILES: [CH:1]([NH:2][CH:3]([CH3:4])[CH3:5])([CH3:6])[CH3:7].[F:21][N:22]([S:23]([c:24]1[cH:25][cH:26][cH:27][cH:28][cH:29]1)(=[O:30])=[O:31])[S:32]([c:33]1[cH:34][cH:35][cH:36][cH:37][cH:38]1)(=[O:39])=[O:40].[Li:8].[O:41]1[CH2:42][CH2:43][CH2:44][CH2:45]1.[n:9]1[c:10]([CH:15]([C:16](=[O:17])[O:18][CH3:19])[CH3:20])[cH:11][cH:12][cH:13][cH:14]1>>[n:9]1[c:10]([C:15]([C:16](=[O:17])[O:18][CH3:19])([CH3:20])[F:21])[cH:11][cH:12][cH:13][cH:14]1. The reactants are N[C@@H]1[C@@H](CCC1)NC(OC(C)(C)C)=O (tert-butyl N-[(1R,2S)-2-aminocyclopentyl]carbamate), CCN(C(C)C)C(C)C (DIPEA), COC1=C(C(=O)Cl)C(=CC=C1)OC (2,6-dimethoxybenzoyl chloride). The solvent is C(Cl)Cl (DCM). Reaction conditions: time 17 hour. Product: Cl.N[C@H]1[C@H](CCC1)NC(C1=C(C=CC=C1OC)OC)=O (N-[(1S,2R)-2-Aminocyclopentyl]-2,6-dimethoxybenzamide hydrochloride). RXN SMILES: [NH2:1][C@H:2]1[CH2:6][CH2:5][CH2:4][C@H:3]1[NH:7][C:8](=[O:14])OC(C)(C)C.CCN(C(C)C)C(C)C.[CH3:24][O:25][C:26]1[CH:34]=[CH:33][CH:32]=[C:31]([O:35][CH3:36])[C:27]=1C([Cl:30])=O>C(Cl)Cl>[ClH:30].[NH2:1][C@@H:2]1[CH2:6][CH2:5][CH2:4][C@@H:3]1[NH:7][C:8](=[O:14])[C:27]1[C:26]([O:25][CH3:24])=[CH:34][CH:33]=[CH:32][C:31]=1[O:35][CH3:36] |f:4.5|. Procedure: To a solution of tert-butyl N-[(1R,2S)-2-aminocyclopentyl]carbamate (CAS number 721395-15-9; 0.50 g, 2.50 mmol) in dry DCM (8.3 ml) was added DIPEA (1.3 ml, 7.49 mmol) and 2,6-dimethoxybenzoyl chloride (CAS number 1989-53-3; 0.75 g, 3.74 mmol). The reaction was stirred at room temperature under an atmosphere of nitrogen for 17 hours and then partitioned between DCM and water, filtered through a hydrophobic frit and concentrated in vacuo. This was purified by column chromatography (silica, 50-100... Starting materials: N(=C=O)CCCCCCCCCCCC(=O)Cl (12-isocyanatododecanoic acid chloride), CO[Si](C)(C)C (methoxytrimethyl silane), acid chloride. Product: COC(CCCCCCCCCCCN=C=O)=O (12-isocyanatododecanoic acid methyl ester). Reaction SMILES: [N:1]([CH2:4][CH2:5][CH2:6][CH2:7][CH2:8][CH2:9][CH2:10][CH2:11][CH2:12][CH2:13][CH2:14][C:15](Cl)=[O:16])=[C:2]=[O:3].[CH3:18][O:19][Si](C)(C)C>>[CH3:18][O:19][C:15](=[O:16])[CH2:14][CH2:13][CH2:12][CH2:11][CH2:10][CH2:9][CH2:8][CH2:7][CH2:6][CH2:5][CH2:4][N:1]=[C:2]=[O:3]. Reported procedure: 0.1 mole 12-isocyanatododecanoic acid chloride was reacted as in Example 1 with 0.11 mole methoxytrimethyl silane at 75° C. until the acid chloride band at 1800 cm-1 had disappeared. The desired product was obtained after distillation.